Task: describe an organic reaction: reactants, conditions, products, and yield. Dataset: the Open Reaction Database (ORD), a public repository of structured organic reaction records Reported procedure: Ethyl α-[2-methyl-4-(3-trifluoromethylphenoxy)-5-pyrimidinyl]-acetate (3 g, 8 mmol) are dissolved in methyl formate (10 ml) and added to a suspension of NaH (0.6 g, 80% in oil, 20 mmol) in 1,2-dimethoxyaethane at room temperature. After 16 hours methyl iodide (2.5 ml, 40 mmol) is added with cooling. After further 2 hours the reaction mixture is diluted with ether and washed with brine. Drying and chromatography on silicagel (eluant:hexane/ethyl acetate 1:1) gives the methyl α-[2-methyl-4-(3-trif... RXN SMILES: [CH3:1][C:2]1[N:7]=[C:6]([O:8][C:9]2[CH:14]=[CH:13][CH:12]=[C:11]([C:15]([F:18])([F:17])[F:16])[CH:10]=2)[C:5]([CH2:19][C:20]([O:22][CH2:23]C)=[O:21])=[CH:4][N:3]=1.[H-].[Na+].CI.[CH:29]([O:31][CH3:32])=O>CCOCC>[CH3:1][C:2]1[N:7]=[C:6]([O:8][C:9]2[CH:14]=[CH:13][CH:12]=[C:11]([C:15]([F:16])([F:17])[F:18])[CH:10]=2)[C:5]([C:19](=[CH:29][O:31][CH3:32])[C:20]([O:22][CH3:23])=[O:21])=[CH:4][N:3]=1 |f:1.2|. The solvent is CCOCC (ether). Yields the product CC1=NC=C(C(=N1)OC1=CC(=CC=C1)C(F)(F)F)C(C(=O)OC)=COC (methyl α-[2-methyl-4-(3-trifluoromethylphenoxy)-5-pyrimidinyl]-β-methoxyacrylate). Reactants: [H-].[Na+] (NaH), CC1=NC=C(C(=N1)OC1=CC(=CC=C1)C(F)(F)F)CC(=O)OCC (Ethyl α-[2-methyl-4-(3-trifluoromethylphenoxy)-5-pyrimidinyl]-acetate), C(=O)OC (methyl formate), CI (methyl iodide). Starting materials: BrC(Br)(Br)Br, ClCCl, c1ccc(P(c2ccccc2)c2ccccc2)cc1, OCCCOCCOCCCCc1ccccc1. Yields the product BrCCCOCCOCCCCc1ccccc1. As a reaction SMILES: [C:38]([Br:39])([Br:40])([Br:41])[Br:42].[Cl:43][CH2:44][Cl:45].[c:1]1([P:2]([c:3]2[cH:4][cH:5][cH:6][cH:7][cH:8]2)[c:9]2[cH:10][cH:11][cH:12][cH:13][cH:14]2)[cH:15][cH:16][cH:17][cH:18][cH:19]1.[c:20]1([CH2:26][CH2:27][CH2:28][CH2:29][O:30][CH2:31][CH2:32][O:33][CH2:34][CH2:35][CH2:36][OH:37])[cH:21][cH:22][cH:23][cH:24][cH:25]1>>[c:20]1([CH2:26][CH2:27][CH2:28][CH2:29][O:30][CH2:31][CH2:32][O:33][CH2:34][CH2:35][CH2:36][Br:39])[cH:21][cH:22][cH:23][cH:24][cH:25]1.